This data is from the Open Reaction Database (ORD), a public repository of structured organic reaction records. The task is: describe an organic reaction: reactants, conditions, products, and yield Starting materials: CS(=O)(=O)OC1=CC=C(C=C1)C1=CC=C(C=C1)C[C@@H](C(=O)N)NC(=O)C1(CCOCC1)NC(=O)OC(C)(C)C ((S)-4′-(3-Amino-2-(4-(tert-butoxycarbonylamino)tetrahydro-2H-pyran-4-carboxamido)-3-oxopropyl)biphenyl-4-yl methanesulfonate), CC[N+](CC)(CC)S(=O)(=O)N=C([O-])OC (Burgess' reagent). Run in ClCCl (dichloromethane). Conditions: time 18 hour. Yields the product CS(=O)(=O)OC1=CC=C(C=C1)C1=CC=C(C=C1)C[C@@H](C#N)NC(=O)C1(CCOCC1)NC(=O)OC(C)(C)C ((S)-4′-(2-(4-(tert-Butoxycarbonylamino)tetrahydro-2H-pyran-4-carboxamido)-2-cyanoethyl)biphenyl-4-yl methanesulfonate). The yield is 117.9%. RXN SMILES: [CH3:1][S:2]([O:5][C:6]1[CH:11]=[CH:10][C:9]([C:12]2[CH:17]=[CH:16][C:15]([CH2:18][C@H:19]([NH:23][C:24]([C:26]3([NH:32][C:33]([O:35][C:36]([CH3:39])([CH3:38])[CH3:37])=[O:34])[CH2:31][CH2:30][O:29][CH2:28][CH2:27]3)=[O:25])[C:20]([NH2:22])=O)=[CH:14][CH:13]=2)=[CH:8][CH:7]=1)(=[O:4])=[O:3].CC[N+](S(N=C(OC)[O-])(=O)=O)(CC)CC>ClCCl>[CH3:1][S:2]([O:5][C:6]1[CH:7]=[CH:8][C:9]([C:12]2[CH:13]=[CH:14][C:15]([CH2:18][C@H:19]([NH:23][C:24]([C:26]3([NH:32][C:33]([O:35][C:36]([CH3:39])([CH3:38])[CH3:37])=[O:34])[CH2:31][CH2:30][O:29][CH2:28][CH2:27]3)=[O:25])[C:20]#[N:22])=[CH:16][CH:17]=2)=[CH:10][CH:11]=1)(=[O:3])=[O:4]. Procedure: (S)-4′-(3-Amino-2-(4-(tert-butoxycarbonylamino)tetrahydro-2H-pyran-4-carboxamido)-3-oxopropyl)biphenyl-4-yl methanesulfonate (Example 6, step (i), 234 mg) in dichloromethane (8 mL) was treated with Burgess' reagent (199 mg) and the mixture was stirred at room temperature for 18 h. It was partially evaporated and then purified by chromatography on silica using diethyl ether and then 1:1 ethyl acetate/isohexane as eluent to a afford the sub-titled compound as a white solid (267 mg). Conditions: time 8 hour. The yield is 94.1%. Procedure: A solution of 2-[(2,3-dimethylphenyl) amino]benzoic acid, methyl ester (31 g, 121.5 mmol) in dry ether (600 ml) is added dropwise to a suspension of lithium aluminum hydride (6.9 g, 0.18 mmol) in dry ether (200 ml) under an atmosphere of dry nitrogen. The reaction mixture is stirred at room temperature overnight and quenched by the careful dropwise addition of water (7 ml), 15% NaOH (7 ml) and water (20 ml). The resulting suspension is filtered and the filtrate is evaporated to an oil which crys... Product: CC1=C(C=CC=C1C)NC1=C(CO)C=CC=C1 (2-[(2,3-dimethylphenyl)amino]benzyl alcohol). The solvent is CCOCC (ether), CCOCC (ether). RXN SMILES: [CH3:1][C:2]1[C:7]([CH3:8])=[CH:6][CH:5]=[CH:4][C:3]=1[NH:9][C:10]1[CH:19]=[CH:18][CH:17]=[CH:16][C:11]=1[C:12](OC)=[O:13].[H-].[Al+3].[Li+].[H-].[H-].[H-]>CCOCC>[CH3:1][C:2]1[C:7]([CH3:8])=[CH:6][CH:5]=[CH:4][C:3]=1[NH:9][C:10]1[CH:19]=[CH:18][CH:17]=[CH:16][C:11]=1[CH2:12][OH:13] |f:1.2.3.4.5.6|. Reactants: CC1=C(C=CC=C1C)NC1=C(C(=O)OC)C=CC=C1 (2-[(2,3-dimethylphenyl) amino]benzoic acid, methyl ester), [H-].[Al+3].[Li+].[H-].[H-].[H-] (lithium aluminum hydride).